Dataset: the Open Reaction Database (ORD), a public repository of structured organic reaction records. Task: describe an organic reaction: reactants, conditions, products, and yield Starting materials: COc1cc(O)ccc1-c1nc2cc(C)c(C)cc2[nH]1, CS(=O)(=O)O, [Cl-]. Product: COc1cc(OS(C)(=O)=O)ccc1-c1nc2cc(C)c(C)cc2[nH]1. Reaction SMILES: [CH3:1][c:2]1[cH:3][c:4]2[c:5]([n:6][c:7](-[c:9]3[c:10]([O:16][CH3:17])[cH:11][c:12]([OH:15])[cH:13][cH:14]3)[nH:8]2)[cH:18][c:19]1[CH3:20].[CH3:22][S:23](=[O:24])(=[O:25])[OH:26].[Cl-:21]>>[CH3:1][c:2]1[cH:3][c:4]2[c:5]([nH:6][c:7](-[c:9]3[c:10]([O:16][CH3:17])[cH:11][c:12]([O:15][S:23]([CH3:22])(=[O:24])=[O:25])[cH:13][cH:14]3)[n:8]2)[cH:18][c:19]1[CH3:20]. The reactants are COC1=CC(=C(C=C1)C)[N+](=O)[O-] (4-methoxy-1-methyl-2-nitrobenzene), 2d, O.NN (hydrazine hydrate), O.NN (hydrazine hydrate). The reagents and catalysts are [Pd] (Pd/C). The solvent is COCCOC (DME). The product is COC=1C=CC(=C(N)C1)C (5-methoxy-2-methylaniline). As a reaction SMILES: [CH3:1][O:2][C:3]1[CH:8]=[CH:7][C:6]([CH3:9])=[C:5]([N+:10]([O-])=O)[CH:4]=1.O.NN>COCCOC.[Pd]>[CH3:1][O:2][C:3]1[CH:8]=[CH:7][C:6]([CH3:9])=[C:5]([CH:4]=1)[NH2:10] |f:1.2|. Reported procedure: To a solution of 4-methoxy-1-methyl-2-nitrobenzene (18.0 g, 108 mmol) in 160 mL of DME was added Pd/C (10%, 0.9 g) under nitrogen. Then hydrazine hydrate (16.17 g, 323 mmol) was added dropwise. The mixture was heated and stirred under reflux for 4 h. Then another 3 mL of hydrazine hydrate was added and stirred under reflux for 2d. Then the reaction mixture was cooled to RT, filtered through celite and evaporated to dryness to give 5-methoxy-2-methylaniline as yellow oil that solidified upon dryi... Starting materials: C(C)(C)NC(C)C (diisopropylamine), ClC1=C(C=O)C=CC=C1 (2-chlorobenzaldehyde), C([O-])(O)=O.[Na+] (sodium bicarbonate), Cl[O-].[Na+] (sodium hypochlorite), Cl (HCl), C(CCC)[Li] (n-butyllithium), C1(=CC=CC=C1)S(=O)(=O)C1=NC=CC=C1 (2-benzene-sulfonyl pyridine), CC1([NH+](C(CCC1)(C)C)[O-])C (2,2,6,6-Tetramethylpiperidine-N-oxide). The solvent is C1CCOC1 (THF), C1CCOC1 (THF), O (water), C1CCOC1 (THF). Conditions: temperature -65 celsius, time 30 minute. Yields the product C1(=CC=CC=C1)S(=O)(=O)C1=NC=CC=C1C(=O)C1=C(C=CC=C1)Cl ((2-phenylsulfonyl-pyridin-3-yl)-(2-chlorophenyl)methanone). The yield is 80.0%. RXN SMILES: C(NC(C)C)(C)C.C([Li])CCC.[C:13]1([S:19]([C:22]2[CH:27]=[CH:26][CH:25]=[CH:24][N:23]=2)(=[O:21])=[O:20])[CH:18]=[CH:17][CH:16]=[CH:15][CH:14]=1.[Cl:28][C:29]1[CH:36]=[CH:35][CH:34]=[CH:33][C:30]=1[CH:31]=[O:32].Cl.CC1(C)CCCC(C)(C)[NH+]1[O-].C(=O)(O)[O-].[Na+].Cl[O-].[Na+]>O.C1COCC1>[C:13]1([S:19]([C:22]2[C:27]([C:31]([C:30]3[CH:33]=[CH:34][CH:35]=[CH:36][C:29]=3[Cl:28])=[O:32])=[CH:26][CH:25]=[CH:24][N:23]=2)(=[O:20])=[O:21])[CH:14]=[CH:15][CH:16]=[CH:17][CH:18]=1 |f:6.7,8.9|. Procedure details: A solution of 1.3 eq of diisopropylamine (based on 2-benzenesulfonyl pyridine) in 5 volumes of THF in a mechanically stirred 3-necked flask is cooled to −70 to −75° C. To this solution is added 1.05 eq of n-butyllithium (1.6M in hexanes) at such a rate as to maintain the temperature below −60° C. The light yellow solution is stirred at −60 to −70° C. for 30 minutes. Once the temperature has cooled back down to −60 to −65° C., 1.0 eq of 2-benzene-sulfonyl pyridine, as a solution in 3 volumes of T... The reactants are CO, [O-][I+3]([O-])([O-])[O-], [Na+], O, CCCCCC(O)CCN1C(=O)CSC1CCCCCCC(=O)O. Yields the product CCCCCC(O)CCN1C(=O)CS(=O)C1CCCCCCC(=O)O. Reaction SMILES: [CH3:32][OH:33].[I+3:1]([O-:2])([O-:3])([O-:4])[O-:5].[Na+:6].[OH2:31].[OH:7][CH:8]([CH2:9][CH2:10][N:11]1[CH:12]([CH2:17][CH2:18][CH2:19][CH2:20][CH2:21][CH2:22][C:23](=[O:24])[OH:25])[S:13][CH2:14][C:15]1=[O:16])[CH2:26][CH2:27][CH2:28][CH2:29][CH3:30]>>[O:2]=[S:13]1[CH:12]([CH2:17][CH2:18][CH2:19][CH2:20][CH2:21][CH2:22][C:23](=[O:24])[OH:25])[N:11]([CH2:10][CH2:9][CH:8]([OH:7])[CH2:26][CH2:27][CH2:28][CH2:29][CH3:30])[C:15](=[O:16])[CH2:14]1. The reactants are [H-].[Na+] (sodium hydride), CC1=CC=2C=3C4N(CCC3NC2N=C1)CCC4 (9-Methyl-2,3,4,5,6,10c-hexahydro-1H-3a,6,7-triaza-cyclopenta[c]fluorene), FC1=CC=C(C=C1)C1(OC1)C (2-(4-Fluoro-phenyl)-2-methyl-oxirane). The solvent is CN(C)C=O (DMF), CN(C)C=O (DMF). Run at time 10 minute. Yields the product FC1=CC=C(C=C1)C(CN1C=2N=CC(=CC2C=2C3N(CCC12)CCC3)C)(C)O (2-(4-fluoro-phenyl)-1-(9-methyl-1,2,3,4,5,10c-hexahydro-3a,6,7-triaza cyclopenta[c]fluoren-6-yl)-propan-2-ol). Yield: 45.7%. As a reaction SMILES: [CH3:1][C:2]1[CH:14]=[N:13][C:12]2[NH:11][C:10]3[CH2:9][CH2:8][N:7]4[CH2:15][CH2:16][CH2:17][CH:6]4[C:5]=3[C:4]=2[CH:3]=1.[H-].[Na+].[F:20][C:21]1[CH:26]=[CH:25][C:24]([C:27]2([CH3:30])[CH2:29][O:28]2)=[CH:23][CH:22]=1>CN(C=O)C>[F:20][C:21]1[CH:22]=[CH:23][C:24]([C:27]([OH:28])([CH3:29])[CH2:30][N:11]2[C:10]3[CH2:9][CH2:8][N:7]4[CH2:15][CH2:16][CH2:17][CH:6]4[C:5]=3[C:4]3[CH:3]=[C:2]([CH3:1])[CH:14]=[N:13][C:12]2=3)=[CH:25][CH:26]=1 |f:1.2|. Reported procedure: 9-Methyl-2,3,4,5,6,10c-hexahydro-1H-3a,6,7-triaza-cyclopenta[c]fluorene (700 mg, 3.0 mmol) was dissolved in DMF (7 mL) and sodium hydride (360 mg, 9.0 mmol) was added portionwise at 0° C. and stirred for 10 min. 2-(4-Fluoro-phenyl)-2-methyl-oxirane (720 mg, 4.8 mmol) in 3 mL DMF was added dropwise into the reaction mixture and the mixture was stirred at RT for 18 h. The reaction mixture was quenched with ice cooled water and extracted with EtOAc (3×100 mL). The combined organic layer was washed ... The reactants are ON1N=NC2=C1N=CC=C2 (1-hydroxy-7-azabenzotriazole), Cl.CN(CCCN=C=NCC)C (1-(3-dimethylaminopropyl)-3-ethylcarbodiimide hydrochloride), C1(CC1)C1=CC=2N(C(=C1)OCC1=C(C=CC=C1F)F)N=C(C2C(=O)O)C (5-Cyclopropyl-7-[(2,6-difluorobenzyl)oxy]-2-methylpyrazolo[1,5-a]pyridine-3-carboxylic Acid), C(C)(C)N(C(C)C)CC (N,N-diisopropylethylamine), C(C)(C)(C)OC(NC(CN)(CCC)C)=O (rac-(1-amino-2-methylpentan-2-yl)carbamic acid tert-butyl ester). The solvent is O1CCCC1 (tetrahydrofuran). Run at time 18 hour. Yields the product C(C)(C)(C)OC(NC(CNC(=O)C=1C(=NN2C1C=C(C=C2OCC2=C(C=CC=C2F)F)C2CC2)C)(CCC)C)=O (rac-{1-[({5-Cyclopropyl-7-[(2,6-difluorobenzyl)oxy]-2-methylpyrazolo[1,5-a]pyridin-3-yl}carbonyl)amino]-2-methylpentan-2-yl}carbamic Acid tert-butyl Ester). Reaction SMILES: ON1C2N=CC=CC=2N=N1.Cl.CN(C)CCCN=C=NCC.[CH:23]1([C:26]2[CH:31]=[C:30]([O:32][CH2:33][C:34]3[C:39]([F:40])=[CH:38][CH:37]=[CH:36][C:35]=3[F:41])[N:29]3[N:42]=[C:43]([CH3:48])[C:44]([C:45](O)=[O:46])=[C:28]3[CH:27]=2)[CH2:25][CH2:24]1.C(N(CC)C(C)C)(C)C.[C:58]([O:62][C:63](=[O:72])[NH:64][C:65]([CH3:71])([CH2:68][CH2:69][CH3:70])[CH2:66][NH2:67])([CH3:61])([CH3:60])[CH3:59]>O1CCCC1>[C:58]([O:62][C:63](=[O:72])[NH:64][C:65]([CH3:71])([CH2:68][CH2:69][CH3:70])[CH2:66][NH:67][C:45]([C:44]1[C:43]([CH3:48])=[N:42][N:29]2[C:30]([O:32][CH2:33][C:34]3[C:35]([F:41])=[CH:36][CH:37]=[CH:38][C:39]=3[F:40])=[CH:31][C:26]([CH:23]3[CH2:25][CH2:24]3)=[CH:27][C:28]=12)=[O:46])([CH3:61])([CH3:60])[CH3:59] |f:1.2|. Procedure: 76 mg (0.6 mmol) of 1-hydroxy-7-azabenzotriazole and 107 mg (0.6 mmol) of 1-(3-dimethylaminopropyl)-3-ethylcarbodiimide hydrochloride were added to a solution of 167 mg (0.5 mmol) of 5-cyclopropyl-7-[(2,6-difluorobenzyl)oxy]-2-methylpyrazolo[1,5-a]pyridine-3-carboxylic acid (Example 149A), 244 μl (1.4 mmol) of N,N-diisopropylethylamine and 121 mg (0.6 mmol) of rac-(1-amino-2-methylpentan-2-yl)carbamic acid tert-butyl ester from Example 152A in 5 ml of tetrahydrofuran. The mixture was stirred at ...